This data is from the Open Reaction Database (ORD), a public repository of structured organic reaction records. The task is: describe an organic reaction: reactants, conditions, products, and yield Starting materials: CC(C)(C)OC(=O)N1C(Cc2ccccc2)C(CC(Cc2ccc(Br)cc2)NC(=O)OCc2ccccc2)OC1(C)C, CCCC[Sn](CCCC)(CCCC)c1ccc(C)cn1, CN(C)C=O, Cl[Pd]Cl, c1ccc(P(c2ccccc2)c2ccccc2)cc1, c1ccc(P(c2ccccc2)c2ccccc2)cc1. The product is Cc1ccc(-c2ccc(CC(CC3OC(C)(C)N(C(=O)OC(C)(C)C)C3Cc3ccccc3)NC(=O)OCc3ccccc3)cc2)nc1. As a reaction SMILES: [CH2:1]([c:2]1[cH:3][cH:4][cH:5][cH:6][cH:7]1)[CH:8]1[N:9]([C:36](=[O:37])[O:38][C:39]([CH3:40])([CH3:41])[CH3:42])[C:10]([CH3:34])([CH3:35])[O:11][CH:12]1[CH2:13][CH:14]([CH2:15][c:16]1[cH:17][cH:18][c:19]([Br:22])[cH:20][cH:21]1)[NH:23][C:24](=[O:25])[O:26][CH2:27][c:28]1[cH:29][cH:30][cH:31][cH:32][cH:33]1.[CH3:43][c:44]1[cH:45][cH:46][c:47]([Sn:50]([CH2:51][CH2:52][CH2:53][CH3:54])([CH2:55][CH2:56][CH2:57][CH3:58])[CH2:59][CH2:60][CH2:61][CH3:62])[n:48][cH:49]1.[O:63]=[CH:64][N:65]([CH3:66])[CH3:67].[Pd:68]([Cl:69])[Cl:70].[c:71]1([P:72]([c:73]2[cH:74][cH:75][cH:76][cH:77][cH:78]2)[c:79]2[cH:80][cH:81][cH:82][cH:83][cH:84]2)[cH:85][cH:86][cH:87][cH:88][cH:89]1.[c:90]1([P:91]([c:92]2[cH:93][cH:94][cH:95][cH:96][cH:97]2)[c:98]2[cH:99][cH:100][cH:101][cH:102][cH:103]2)[cH:104][cH:105][cH:106][cH:107][cH:108]1>>[CH2:1]([c:2]1[cH:3][cH:4][cH:5][cH:6][cH:7]1)[CH:8]1[N:9]([C:36](=[O:37])[O:38][C:39]([CH3:40])([CH3:41])[CH3:42])[C:10]([CH3:34])([CH3:35])[O:11][CH:12]1[CH2:13][CH:14]([CH2:15][c:16]1[cH:17][cH:18][c:19](-[c:47]2[cH:46][cH:45][c:44]([CH3:43])[cH:49][n:48]2)[cH:20][cH:21]1)[NH:23][C:24](=[O:25])[O:26][CH2:27][c:28]1[cH:29][cH:30][cH:31][cH:32][cH:33]1. The reactants are CCC(=O)C(=O)Cl (ethyloxalyl chloride), C=C1OCCO1 (methylene dioxolane), N1=CC=CC=C1 (pyridine), O (water). Solvent: C(Cl)Cl (CH2Cl2). Reaction conditions: temperature 5 celsius, time 10 hour. Yields the product O1CO\C(\C1)=C\C(C(=O)OCC)=O ((E)-Ethyl 3-(1,3-dioxolan-4-ylidene)-2-oxopropanoate). As a reaction SMILES: [CH3:1][CH2:2][C:3]([C:5](Cl)=[O:6])=[O:4].C=[C:9]1[O:13][CH2:12]C[O:10]1.N1[CH:19]=[CH:18]C=CC=1.[OH2:20]>C(Cl)Cl>[O:13]1[CH2:12]/[C:1](=[CH:2]\[C:3](=[O:4])[C:5]([O:6][CH2:18][CH3:19])=[O:20])/[O:10][CH2:9]1. Reported procedure: The solution of ethyloxalyl chloride (10.3 g, 75.5 mmol) in CH2Cl2 (10 mL) was added at 0° C. to the solution of methylene dioxolane (6.5 g, 75.5 mmol) and pyridine (6.3 g, 80 mmol) in CH2Cl (80 mL). The reaction mixture was stirred for 10 hours at 5° C. and diluted with 200 ml of water. The product was extracted with 200 ml of hexane, the solution of hexane was dried with MgSO4 and concentrated by evaporation. This gave 11.9 g (85%) of the product, b.p. 106-110° C./0.5 mmHg. Starting materials: Cl (hydrochloric acid), C(CC)(=O)OC1=C(C(=CC=C1)F)F (2,3-difluorophenyl propionate), [Cl-].[Cl-].[Cl-].[Al+3] (aluminum trichloride). Run in ClCCl (dichloromethane), ClC1=C(C=CC=C1)Cl (1,2-dichlorobenzene), ClC1=C(C=CC=C1)Cl (1,2-dichlorobenzene). Conditions: temperature 100 celsius, time 6 hour. The product is FC=1C(=C(C=CC1F)C(CC)=O)O (1-(3,4-difluoro-2-hydroxyphenyl)propan-1-one). Isolated yield 143.5%. RXN SMILES: C([O:5][C:6]1[CH:11]=[CH:10][CH:9]=[C:8]([F:12])[C:7]=1[F:13])(=O)CC.[Cl-].[Cl-].[Cl-].[Al+3].Cl>ClC1C=CC=CC=1Cl.ClCCl>[F:13][C:7]1[C:6]([OH:5])=[C:11]([C:6](=[O:5])[CH2:7][CH3:8])[CH:10]=[CH:9][C:8]=1[F:12] |f:1.2.3.4|. Procedure details: 30.1 g (161 mmol) of 2,3-difluorophenyl propionate in 16 ml of 1,2-dichlorobenzene are added dropwise to 21.5 g (161 mmol) of aluminum trichloride in 16 ml of 1,2-dichlorobenzene and the mixture is subsequently stirred at 100° C. for 6 hours. It is cooled, diluted with dichloromethane and poured cautiously onto a mixture of 2 M hydrochloric acid and ice. The phases are separated, extraction is carried out with dichloromethane and the extracts are washed with saturated sodium chloride solution an... The reactants are C(CO)O (ethylene glycol), N(=[N+]=[N-])CCCC(=O)C1=CC=CC=C1 (4-Azidobutyrophenone), O (water). Reagents/catalysts: O.C1(=CC=C(C=C1)S(=O)(=O)O)C (p-toluene sulfonic acid mono hydrate). Solvent: C1(=CC=CC=C1)C (toluene). Yields the product C1OC(CCCN=[N+]=[N-])(C2=CC=CC=C2)OC1 (4,4-Ethylenedioxy-4-phenylbutylazide). Isolated yield 107.6%. As a reaction SMILES: [N:1]([CH2:4][CH2:5][CH2:6][C:7]([C:9]1[CH:14]=[CH:13][CH:12]=[CH:11][CH:10]=1)=[O:8])=[N+:2]=[N-:3].[CH2:15](O)[CH2:16][OH:17].O>C1(C)C=CC=CC=1.O.C1(C)C=CC(S(O)(=O)=O)=CC=1>[CH2:15]1[CH2:16][O:17][C:7]([C:9]2[CH:14]=[CH:13][CH:12]=[CH:11][CH:10]=2)([CH2:6][CH2:5][CH2:4][N:1]=[N+:2]=[N-:3])[O:8]1 |f:4.5|. Reported procedure: 4-Azidobutyrophenone (100.0 mg, 0.53 mmol) was dissolved in toluene (5 ml) at room temperature, and thereto were added ethylene glycol (0.06 ml, 1.06 mmol) and p-toluene sulfonic acid mono hydrate (10.1 mg, 0.05 mmol) in sequential order at the same temperature, and thereafter, the mixture was refluxed using a Dean Stark tube for 24 hours. The reaction solution was cooled to room temperature and added to water thereafter, followed by the extraction using ethyl acetate. The extracted organic laye... Reactants: C(C)OC(=O)C1(CCC1)CC#C (1-prop-2-ynyl-cyclobutanecarboxylic acid ethyl ester), IC1=CC=C(C=C1)OC(F)(F)F (1-iodo-4-trifluoromethoxybenzene). Yields the product C(C)OC(=O)C1(CCC1)CC#CC1=CC=C(C=C1)OC(F)(F)F (1-[3-(4-Trifluoromethoxy-phenyl)-prop-2-ynyl]-cyclobutanecarboxylic acid ethyl ester). As a reaction SMILES: [CH2:1]([O:3][C:4]([C:6]1([CH2:10][C:11]#[CH:12])[CH2:9][CH2:8][CH2:7]1)=[O:5])[CH3:2].I[C:14]1[CH:19]=[CH:18][C:17]([O:20][C:21]([F:24])([F:23])[F:22])=[CH:16][CH:15]=1>>[CH2:1]([O:3][C:4]([C:6]1([CH2:10][C:11]#[C:12][C:14]2[CH:15]=[CH:16][C:17]([O:20][C:21]([F:22])([F:23])[F:24])=[CH:18][CH:19]=2)[CH2:9][CH2:8][CH2:7]1)=[O:5])[CH3:2]. Procedure: In analogy to the procedure described in example 24E], reaction of 1-prop-2-ynyl-cyclobutanecarboxylic acid ethyl ester and 1-iodo-4-trifluoromethoxybenzene gave the title compound as yellow oil. Reactants: C(=O)(OC(C)(C)C)N1CCC(CC1)CNC1=C(C(=O)NC2=NC=CC=C2)C=C(C=C1)Cl (2-(1-Boc-piperidin-4-ylmethylamino)-5-chloro-N-(2-pyridyl)benzamide). The solvent is FC(C(=O)O)(F)F (trifluoroacetic acid). Run at time 24 hour. Yields the product ClC=1C=CC(=C(C(=O)NC2=NC=CC=C2)C1)NCC1CCNCC1 (5-chloro-2-(piperidin-4-ylmethylamino)-N-(2-pyridyl)benzamide). Yield: 87.0%. RXN SMILES: C([N:8]1[CH2:13][CH2:12][CH:11]([CH2:14][NH:15][C:16]2[CH:30]=[CH:29][C:28]([Cl:31])=[CH:27][C:17]=2[C:18]([NH:20][C:21]2[CH:26]=[CH:25][CH:24]=[CH:23][N:22]=2)=[O:19])[CH2:10][CH2:9]1)(OC(C)(C)C)=O>FC(F)(F)C(O)=O>[Cl:31][C:28]1[CH:29]=[CH:30][C:16]([NH:15][CH2:14][CH:11]2[CH2:10][CH2:9][NH:8][CH2:13][CH2:12]2)=[C:17]([CH:27]=1)[C:18]([NH:20][C:21]1[CH:26]=[CH:25][CH:24]=[CH:23][N:22]=1)=[O:19]. Procedure details: A solution of 2-(1-Boc-piperidin-4-ylmethylamino)-5-chloro-N-(2-pyridyl)benzamide (6.1 g, 14 mmol) in trifluoroacetic acid (125 mL) was stirred at 70° C. for 2 h, then at room temperature for 24 h. The solution was concentrated in vacuo, and the residue was directly applied to a silica gel column. Elution with dichloromethane—2 M ammonia in methanol (9:1) afforded 4.2 g (89%) of the pure title compound as a yellow solid.